Dataset: the Open Reaction Database (ORD), a public repository of structured organic reaction records. Task: describe an organic reaction: reactants, conditions, products, and yield Starting materials: ClC1=C(NC2=NC=NC3=CC(=CC(=C23)OC2CCOCC2)OCCCN2CCN(CC2)C(=O)OC(C)(C)C)C=C(C(=C1)Cl)OC (4-(2,4-dichloro-5-methoxyanilino)-7-[3-(4-tert-butoxycarbonylpiperazin-1-yl)propoxy]-5-tetrahydropyran-4-yloxyquinazoline), FC(C(=O)O)(F)F (trifluoroacetic acid). Run at time 2 hour. The product is Cl.Cl.ClC1=C(NC2=NC=NC3=CC(=CC(=C23)OC2CCOCC2)OCCCN2CCNCC2)C=C(C(=C1)Cl)OC (4-(2,4-dichloro-5-methoxyanilino)-7-(3-piperazin-1-ylpropoxy)-5-tetrahydropyran-4-yloxyquinazoline dihydrochloride). Yield: 292.0%. RXN SMILES: [Cl:1][C:2]1[CH:42]=[C:41]([Cl:43])[C:40]([O:44][CH3:45])=[CH:39][C:3]=1[NH:4][C:5]1[C:14]2[C:9](=[CH:10][C:11]([O:22][CH2:23][CH2:24][CH2:25][N:26]3[CH2:31][CH2:30][N:29](C(OC(C)(C)C)=O)[CH2:28][CH2:27]3)=[CH:12][C:13]=2[O:15][CH:16]2[CH2:21][CH2:20][O:19][CH2:18][CH2:17]2)[N:8]=[CH:7][N:6]=1.FC(F)(F)C(O)=O>>[ClH:1].[ClH:1].[Cl:1][C:2]1[CH:42]=[C:41]([Cl:43])[C:40]([O:44][CH3:45])=[CH:39][C:3]=1[NH:4][C:5]1[C:14]2[C:9](=[CH:10][C:11]([O:22][CH2:23][CH2:24][CH2:25][N:26]3[CH2:27][CH2:28][NH:29][CH2:30][CH2:31]3)=[CH:12][C:13]=2[O:15][CH:16]2[CH2:17][CH2:18][O:19][CH2:20][CH2:21]2)[N:8]=[CH:7][N:6]=1 |f:2.3.4|. Procedure details: A mixture of 4-(2,4-dichloro-5-methoxyanilino)-7-[3-(4-tert-butoxycarbonylpiperazin-1-yl)propoxy]-5-tetrahydropyran-4-yloxyquinazoline (0.12 g) and trifluoroacetic acid (2 ml) was stirred at ambient temperature for 2 hours. The mixture was evaporated and the residue was triturated under diethyl ether. The resultant solid was isolated and dried under vacuum. The solid was dissolved in diethyl ether and 6M hydrogen chloride gas in diethyl ether (0.5 ml) was added. The resultant solid was isolated,... Reactants: C(=C)C1=C(C=O)C=CC=C1 (2-Ethenylbenzaldehyde), N\C(=C/C(=O)OC)\C (methyl 3-aminocrotonate), C(CC(=O)C)(=O)OC (methyl acetoacetate), CCCCCC (hexane). The solvent is CO (methanol), C(C)OCC (diethyl ether). Conditions: time 8 hour. The product is CC=1NC(=C(C(C1C(=O)OC)C1=C(C=CC=C1)C=C)C(=O)OC)C (Dimethyl 2,6-dimethyl-4-(2-ethenylphenyl)-1,4-dihydropyridine-3,5-dicarboxylate). As a reaction SMILES: [CH:1]([C:3]1[CH:10]=[CH:9][CH:8]=[CH:7][C:4]=1[CH:5]=O)=[CH2:2].[NH2:11]/[C:12](/[CH3:18])=[CH:13]\[C:14]([O:16][CH3:17])=[O:15].[C:19]([O:25][CH3:26])(=[O:24])[CH2:20][C:21]([CH3:23])=O.CCCCCC>CO.C(OCC)C>[CH3:18][C:12]1[NH:11][C:21]([CH3:23])=[C:20]([C:19]([O:25][CH3:26])=[O:24])[CH:5]([C:4]2[CH:7]=[CH:8][CH:9]=[CH:10][C:3]=2[CH:1]=[CH2:2])[C:13]=1[C:14]([O:16][CH3:17])=[O:15]. Procedure: To the Compound 2a (106 mmol) in anhydrous methanol (100 ml) was added methyl 3-aminocrotonate (106 mmol) and methyl acetoacetate (106 mmol) and the resulting solution heated at reflux under nitrogen for 4 days. The solvent was removed in vacuo to give a viscous yellow oil which was diluted in diethyl ether (75 ml) and then hexane (50 ml). After stirring overnight, a yellow solid was collected by filtration and purified by flash chromatography on silica gel eluted with hexane:diethyl ether (1:2)... The reactants are C(C)(C)(C)[Si]1(OCC2C(O1)C(C(O2)N2C(SC1=C2N=C(N=C1)N=CN(C)C)=O)O)C(C)(C)C (N′-[3-(2,2-Di-tert-butyl-7-hydroxy-tetrahydro-furo[3,2-d][1,3,2]dioxasilin-6-yl)-2-oxo-2,3-dihydro-thiazolo[4,5-d]pyrimidin-5-yl]-N,N-dimethyl-formamidine), ClC(=O)OC(C)C (Isopropyl chloroformate). Reagents/catalysts: CN(C)C=1C=CN=CC1 (DMAP). Solvent: C(Cl)Cl (DCM). Run at time 5 hour. Yields the product C(C)(C)OC(OC1C(OC2C1O[Si](OC2)(C(C)(C)C)C(C)(C)C)N2C(SC1=C2N=C(N=C1)N=CN(C)C)=O)=O (Carbonic acid 2,2-di-tert-butyl-6-[5-(dimethylamino-methyleneamino)-2-oxo-thiazolo[4,5-d]pyrimidin-3-yl]-tetrahydro-furo[3,2-d][1,3,2]dioxasilin-7-yl ester isopropyl ester). The yield is 50.9%. Reaction SMILES: [C:1]([Si:5]1([C:30]([CH3:33])([CH3:32])[CH3:31])[O:10][CH:9]2[CH:11]([OH:29])[CH:12]([N:14]3[C:18]4[N:19]=[C:20]([N:23]=[CH:24][N:25]([CH3:27])[CH3:26])[N:21]=[CH:22][C:17]=4[S:16][C:15]3=[O:28])[O:13][CH:8]2[CH2:7][O:6]1)([CH3:4])([CH3:3])[CH3:2].Cl[C:35]([O:37][CH:38]([CH3:40])[CH3:39])=[O:36]>C(Cl)Cl.CN(C1C=CN=CC=1)C>[CH:38]([O:37][C:35](=[O:36])[O:29][CH:11]1[CH:9]2[O:10][Si:5]([C:1]([CH3:4])([CH3:3])[CH3:2])([C:30]([CH3:33])([CH3:32])[CH3:31])[O:6][CH2:7][CH:8]2[O:13][CH:12]1[N:14]1[C:18]2[N:19]=[C:20]([N:23]=[CH:24][N:25]([CH3:27])[CH3:26])[N:21]=[CH:22][C:17]=2[S:16][C:15]1=[O:28])([CH3:40])[CH3:39]. Procedure: N′-[3-(2,2-Di-tert-butyl-7-hydroxy-tetrahydro-furo[3,2-d][1,3,2]dioxasilin-6-yl)-2-oxo-2,3-dihydro-thiazolo[4,5-d]pyrimidin-5-yl]-N,N-dimethyl-formamidine (1.83 g, 3.68 mmol) was dissolved in DCM (18.4 mL) and DMAP (450 mg, 3.68 mmol) was added. Isopropyl chloroformate (7.37 mL, 1 M in toluene, 7.37 mmol) was added over 12 h via syringe pump. The reaction was stirred an additional 5 h following addition then concentrated in vacuo. The residue was submitted to flash chromatography (50-100% EtOAc-... The reactants are O (water), ClCCl (Dichloromethane), C(C1=CC=CC=C1)SCC1=NC(=C2N=CN(C2=N1)[C@@H]1O[C@@H]([C@H]([C@H]1O)O)COC)NCC(C1=CC=CC=C1)C1=CC=CC=C1 ((2R,3R,4S,5R)-2-{2-[(Benzylsulfanyl)methyl]-6-[(2,2-diphenylethyl)amino]-9H-purin-9-yl}-5-(methoxymethyl)tetrahydro-3,4-furandiol), C(O)([O-])=O.[Na+] (sodium hydrogen carbonate), OOS(=O)[O-].[K+] (Oxone), O (water). Solvent: C(C)(=O)OCC (ethyl acetate), CC(=O)C (acetone). Reaction conditions: time 60 hour. The product is C(C1=CC=CC=C1)S(=O)(=O)CC1=NC(=C2N=CN(C2=N1)[C@@H]1O[C@@H]([C@H]([C@H]1O)O)COC)NCC(C1=CC=CC=C1)C1=CC=CC=C1 ((2R,3R,4S,5R)-2-{2-[(Benzylsulfonyl)methyl]-6-[(2,2-diphenylethyl)amino]-9H-purin-9-yl}-5-(methoxymethyl)tetrahydro-3,4-furandiol). RXN SMILES: [CH2:1]([S:8][CH2:9][C:10]1[N:18]=[C:17]2[C:13]([N:14]=[CH:15][N:16]2[C@H:19]2[C@H:23]([OH:24])[C@H:22]([OH:25])[C@@H:21]([CH2:26][O:27][CH3:28])[O:20]2)=[C:12]([NH:29][CH2:30][CH:31]([C:38]2[CH:43]=[CH:42][CH:41]=[CH:40][CH:39]=2)[C:32]2[CH:37]=[CH:36][CH:35]=[CH:34][CH:33]=2)[N:11]=1)[C:2]1[CH:7]=[CH:6][CH:5]=[CH:4][CH:3]=1.C(=O)([O-])[OH:45].[Na+].OOS([O-])=O.[K+].ClCCl.[OH2:58]>CC(C)=O.C(OCC)(=O)C>[CH2:1]([S:8]([CH2:9][C:10]1[N:18]=[C:17]2[C:13]([N:14]=[CH:15][N:16]2[C@H:19]2[C@H:23]([OH:24])[C@H:22]([OH:25])[C@@H:21]([CH2:26][O:27][CH3:28])[O:20]2)=[C:12]([NH:29][CH2:30][CH:31]([C:32]2[CH:33]=[CH:34][CH:35]=[CH:36][CH:37]=2)[C:38]2[CH:39]=[CH:40][CH:41]=[CH:42][CH:43]=2)[N:11]=1)(=[O:45])=[O:58])[C:2]1[CH:3]=[CH:4][CH:5]=[CH:6][CH:7]=1 |f:1.2,3.4|. Procedure details: (2R,3R,4S,5R)-2-{2-[(Benzylsulfanyl)methyl]-6-[(2,2-diphenylethyl)amino]-9H-purin-9-yl}-5-(methoxymethyl)tetrahydro-3,4-furandiol (100 mg, 0.17 mmol) (example 76) was dissolved in stirred acetone (3 ml) and solid sodium hydrogen carbonate (100 mg, 1.2 mmol) added. A solution of Oxone (trade mark) (potassium peroxymonosulphate) (410 mg, 0.68 mmol) dissolved in water (2 ml) was then added dropwise to the original solution over the course of 30 min. Dichloromethane (2 ml) was also added and the rea... The reactants are NC1=C(C=C(C=C1Cl)S(=O)(=O)NC(C(=O)N1CCC2=C(CC1)SC=N2)CC2=CC(=C(C=C2)N)[N+](=O)[O-])Cl (4-amino-N-[1-((4-amino-3-nitro-phenyl)methyl)-2-(5,6,7,8-tetrahydro-4H-thiazolo[4,5-d]azepin-6-yl)-2-oxo-ethyl]-3,5-dichloro-benzenesulphonamide), C(=O)O (formic acid). The reagents and catalysts are [Pd] (palladium/charcoal). Product: NC1=C(C=C(C=C1Cl)S(=O)(=O)NC(C(=O)N1CCC2=C(CC1)SC=N2)CC2=CC1=C(NC=N1)C=C2)Cl (4-Amino-N-[1-(1H-benzimidazol-5-yl-methyl)-2-(5,6,7,8-tetrahydro-4H-thiazolo[4,5-d]azepin-6-yl)-2-oxo-ethyl]-3,5-dichloro-benzenesulphonamide). RXN SMILES: [NH2:1][C:2]1[C:7]([Cl:8])=[CH:6][C:5]([S:9]([NH:12][CH:13]([CH2:26][C:27]2[CH:32]=[CH:31][C:30]([NH2:33])=[C:29]([N+:34]([O-])=O)[CH:28]=2)[C:14]([N:16]2[CH2:22][CH2:21][C:20]3[S:23][CH:24]=[N:25][C:19]=3[CH2:18][CH2:17]2)=[O:15])(=[O:11])=[O:10])=[CH:4][C:3]=1[Cl:37].[CH:38](O)=O>[Pd]>[NH2:1][C:2]1[C:7]([Cl:8])=[CH:6][C:5]([S:9]([NH:12][CH:13]([CH2:26][C:27]2[CH:32]=[CH:31][C:30]3[NH:33][CH:38]=[N:34][C:29]=3[CH:28]=2)[C:14]([N:16]2[CH2:22][CH2:21][C:20]3[S:23][CH:24]=[N:25][C:19]=3[CH2:18][CH2:17]2)=[O:15])(=[O:11])=[O:10])=[CH:4][C:3]=1[Cl:37]. Reported procedure: Prepared from 4-amino-N-[1-((4-amino-3-nitro-phenyl)methyl)-2-(5,6,7,8-tetrahydro-4H-thiazolo[4,5-d]azepin-6-yl)-2-oxo-ethyl]-3,5-dichloro-benzenesulphonamide and cyclising with formic acid in the presence of palladium/charcoal analogously to Example 1. Starting materials: C(#N)C1=NC=CC(=C1)CO[Si](C)(C)C(C)(C)C (2-cyano-4-[{(tert-butyldimethylsilyl)oxy}methyl]pyridine), Dowex-50W-H+. Solvent: CO (MeOH), CO (MeOH). The product is C(#N)C1=NC=CC(=C1)CO (2-Cyano-4-(hydroxymethyl)pyridine). The yield is 88.6%. Reaction SMILES: [C:1]([C:3]1[CH:8]=[C:7]([CH2:9][O:10][Si](C(C)(C)C)(C)C)[CH:6]=[CH:5][N:4]=1)#[N:2]>CO>[C:1]([C:3]1[CH:8]=[C:7]([CH2:9][OH:10])[CH:6]=[CH:5][N:4]=1)#[N:2]. Procedure: A solution of 2-cyano-4-[{(tert-butyldimethylsilyl)oxy}methyl]pyridine (10.1 g, 40.5 mmol) in 200 mL of anhydrous MeOH is stirred over 12 g of Dowex-50W-H+ ion-exchange resin (pre-washed with MeOH) for a period of 18 hours. After this time, the mixture is filtered and washed with MeOH twice. The combined filtrates are concentrated in vacuo. The crude residue is purified by column chromatography eluting with 50% EtOAc/hexanes to afford the title compound (4.82 g, 35.9 mmol) as an oil. Reactants: CC(=O)O, Cc1ccc(OCC(=O)C=Cc2cc(C)c(O)c(C)c2)cc1, [Na+], [OH-]. The product is CC(=O)O, Cc1cc(C=CC(=O)COc2ccccc2)cc(C)c1O. Reaction SMILES: [C:1]([CH3:2])(=[O:3])[OH:4].[CH3:5][c:6]1[cH:7][cH:8][c:9]([O:12][CH2:13][C:14]([CH:15]=[CH:16][c:17]2[cH:18][c:19]([CH3:25])[c:20]([OH:24])[c:21]([CH3:23])[cH:22]2)=[O:26])[cH:10][cH:11]1.[Na+:28].[OH-:27]>>[C:1]([CH3:2])(=[O:3])[OH:4].[cH:6]1[cH:7][cH:8][c:9]([O:12][CH2:13][C:14]([CH:15]=[CH:16][c:17]2[cH:18][c:19]([CH3:25])[c:20]([OH:24])[c:21]([CH3:23])[cH:22]2)=[O:26])[cH:10][cH:11]1. Starting materials: NC=1SC(=CC1C(=O)N)C1=C(C=C(C=C1F)C(C)(C)O)F (2-amino-5-[2,6-difluoro-4-(1-hydroxy-1-methylethyl)phenyl]thiophene-3-carboxamide), C([O-])([O-])=O.[K+].[K+] (potassium carbonate), IC1=CC=CC=C1 (iodobenzene), C1(CCCCC1)P(C1=C(C=CC=C1)C1=C(C=C(C=C1C(C)C)C(C)C)C(C)C)C1CCCCC1 (dicyclohexyl(2′,4′,6′-triisopropylbiphenyl-2-yl)phosphine). Reagents/catalysts: C=1C=CC(=CC1)/C=C/C(=O)/C=C/C2=CC=CC=C2.C=1C=CC(=CC1)/C=C/C(=O)/C=C/C2=CC=CC=C2.C=1C=CC(=CC1)/C=C/C(=O)/C=C/C2=CC=CC=C2.[Pd].[Pd] (Pd2(dba)3). Conditions: temperature 100 celsius, time 8 hour. Yields the product N(C1=CC=CC=C1)C=1SC(=CC1C(=O)N)C1=C(C=C(C=C1F)C(C)(C)O)F (2-anilino-5-[2,6-difluoro-4-(1-hydroxy-1-methylethyl)phenyl]thiophene-3-carboxamide). Reaction SMILES: [NH2:1][C:2]1[S:3][C:4]([C:10]2[C:15]([F:16])=[CH:14][C:13]([C:17]([OH:20])([CH3:19])[CH3:18])=[CH:12][C:11]=2[F:21])=[CH:5][C:6]=1[C:7]([NH2:9])=[O:8].I[C:23]1[CH:28]=[CH:27][CH:26]=[CH:25][CH:24]=1.C1(P(C2CCCCC2)C2C=CC=CC=2C2C(C(C)C)=CC(C(C)C)=CC=2C(C)C)CCCCC1.C(=O)([O-])[O-].[K+].[K+]>C1C=CC(/C=C/C(/C=C/C2C=CC=CC=2)=O)=CC=1.C1C=CC(/C=C/C(/C=C/C2C=CC=CC=2)=O)=CC=1.C1C=CC(/C=C/C(/C=C/C2C=CC=CC=2)=O)=CC=1.[Pd].[Pd]>[NH:1]([C:2]1[S:3][C:4]([C:10]2[C:11]([F:21])=[CH:12][C:13]([C:17]([OH:20])([CH3:18])[CH3:19])=[CH:14][C:15]=2[F:16])=[CH:5][C:6]=1[C:7]([NH2:9])=[O:8])[C:23]1[CH:28]=[CH:27][CH:26]=[CH:25][CH:24]=1 |f:3.4.5,6.7.8.9.10|. Reported procedure: A sealed tube was charged with a stir bar and 2-amino-5-[2,6-difluoro-4-(1-hydroxy-1-methylethyl)phenyl]thiophene-3-carboxamide (150 mg, 0.480 mmol) and iodobenzene (98 mg, 0.480 mmol), Pd2(dba)3 (44 mg, 0.048 mmol), dicyclohexyl(2′,4′,6′-triisopropylbiphenyl-2-yl)phosphine (114 mg, 0.240 mmol), and potassium carbonate (73 mg, 0.528 mmol). The tube was evacuated and backfilled with argon three times. Fully degassed tert-amyl alcohol (1.6 mL) was added to the mixture via syringe. The solution was... Starting materials: [N-]=[N+]=[N-], [Na+], CN(C)C=O, CS(=O)(=O)OCc1cc(-c2ccco2)on1. Product: [N-]=[N+]=NCc1cc(-c2ccco2)on1. As a reaction SMILES: [N-:18]=[N+:19]=[N-:20].[Na+:17].[O:21]=[CH:22][N:23]([CH3:24])[CH3:25].[o:1]1[c:2](-[c:6]2[cH:7][c:8]([CH2:11][O:12][S:13]([CH3:14])(=[O:15])=[O:16])[n:9][o:10]2)[cH:3][cH:4][cH:5]1>>[o:1]1[c:2](-[c:6]2[cH:7][c:8]([CH2:11][N:18]=[N+:19]=[N-:20])[n:9][o:10]2)[cH:3][cH:4][cH:5]1. Reactants: CO, COc1ccc(C2(O)CCCSC2)cc1OC1CCCC1, O=C(O)C(F)(F)F. The product is COc1ccc(C2(OC)CCCSC2)cc1OC1CCCC1. RXN SMILES: [CH3:29][OH:30].[CH:1]1([O:6][c:7]2[cH:8][c:9]([C:15]3([OH:21])[CH2:16][S:17][CH2:18][CH2:19][CH2:20]3)[cH:10][cH:11][c:12]2[O:13][CH3:14])[CH2:2][CH2:3][CH2:4][CH2:5]1.[OH:22][C:23]([C:24]([F:25])([F:26])[F:27])=[O:28]>>[CH:1]1([O:6][c:7]2[cH:8][c:9]([C:15]3([O:21][CH3:23])[CH2:16][S:17][CH2:18][CH2:19][CH2:20]3)[cH:10][cH:11][c:12]2[O:13][CH3:14])[CH2:2][CH2:3][CH2:4][CH2:5]1.